This data is from the Open Reaction Database (ORD), a public repository of structured organic reaction records. The task is: describe an organic reaction: reactants, conditions, products, and yield The reactants are Fc1cc(Br)cnc1Br, CCCCCCCCO, CCCCCCCC[O-], [Li]CCCC, CCCCCC, [Li+], C1CCOC1. Yields the product CCCCCCCCOc1ncc(Br)cc1F. Reaction SMILES: [Br:25][c:26]1[n:27][cH:28][c:29]([Br:33])[cH:30][c:31]1[F:32].[CH2:11]([OH:12])[CH2:13][CH2:14][CH2:15][CH2:16][CH2:17][CH2:18][CH3:19].[CH2:1]([CH2:2][CH2:3][CH2:4][CH2:5][CH2:6][CH2:7][CH3:8])[O-:9].[CH2:20]([Li:21])[CH2:22][CH2:23][CH3:24].[CH3:34][CH2:35][CH2:36][CH2:37][CH2:38][CH3:39].[Li+:10].[O:40]1[CH2:41][CH2:42][CH2:43][CH2:44]1>>[CH2:1]([CH2:2][CH2:3][CH2:4][CH2:5][CH2:6][CH2:7][CH3:8])[O:9][c:26]1[n:27][cH:28][c:29]([Br:33])[cH:30][c:31]1[F:32]. Starting materials: N1N=CC(=C1)CCOC1=NC(=CC=2N=CN(C(C21)=O)C)Cl (5-(2-(1H-pyrazol-4-yl)ethoxy)-7-chloro-3-methylpyrido[4,3-d]pyrimidin-4(3H)-one), O1CCN(CC1)C1=CC=C(C=C1)B1OC(C)(C)C(C)(C)O1 (4-morpholinophenylboronic acid pinacol ester), C(=O)([O-])[O-].[Na+].[Na+] (Na2CO3). The reagents and catalysts are C1=CC=C(C=C1)P([C-]2C=CC=C2)C3=CC=CC=C3.C1=CC=C(C=C1)P([C-]2C=CC=C2)C3=CC=CC=C3.Cl[Pd]Cl.[Fe+2] (Pd(dppf)2Cl2). The solvent is O1CCOCC1 (1,4-dioxane). Run at temperature 140 celsius. The product is N1N=CC(=C1)CCOC1=NC(=CC=2N=CN(C(C21)=O)C)C2=CC=C(C=C2)N2CCOCC2 (5-(2-(1H-pyrazol-4-yl)ethoxy)-3-methyl-7-(4-morpholinophenyl)pyrido[4,3-d]pyrimidin-4(3H)-one). As a reaction SMILES: [NH:1]1[CH:5]=[C:4]([CH2:6][CH2:7][O:8][C:9]2[C:18]3[C:17](=[O:19])[N:16]([CH3:20])[CH:15]=[N:14][C:13]=3[CH:12]=[C:11](Cl)[N:10]=2)[CH:3]=[N:2]1.[O:22]1[CH2:27][CH2:26][N:25]([C:28]2[CH:33]=[CH:32][C:31](B3OC(C)(C)C(C)(C)O3)=[CH:30][CH:29]=2)[CH2:24][CH2:23]1.C([O-])([O-])=O.[Na+].[Na+]>O1CCOCC1.C1C=CC(P(C2C=CC=CC=2)[C-]2C=CC=C2)=CC=1.C1C=CC(P(C2C=CC=CC=2)[C-]2C=CC=C2)=CC=1.Cl[Pd]Cl.[Fe+2]>[NH:1]1[CH:5]=[C:4]([CH2:6][CH2:7][O:8][C:9]2[C:18]3[C:17](=[O:19])[N:16]([CH3:20])[CH:15]=[N:14][C:13]=3[CH:12]=[C:11]([C:31]3[CH:30]=[CH:29][C:28]([N:25]4[CH2:24][CH2:23][O:22][CH2:27][CH2:26]4)=[CH:33][CH:32]=3)[N:10]=2)[CH:3]=[N:2]1 |f:2.3.4,6.7.8.9|. Procedure: To a solution of 5-(2-(1H-pyrazol-4-yl)ethoxy)-7-chloro-3-methylpyrido[4,3-d]pyrimidin-4(3H)-one (31.6 mg, 0.10 mmol) in 1,4-dioxane (1 mL) were added 4-morpholinophenylboronic acid pinacol ester (29.9 mg, 0.10 mmol), 2M aqueous Na2CO3 solution (155 μL, 0.30 mmol), and a catalytic amount of Pd(dppf)2Cl2. The reaction mixture was purged with N2 and heated at 140° C. by a microwave reactor for 15 minutes. The mixture was then cooled, quenched with H2O and extracted with EtOAc. The combined organic... Reactants: C1CCOC1, CC(=O)[O-], COC(=O)CCC[N+](=O)[O-], [NH4+], O=Cc1c[nH]c2ncccc12. Yields the product COC(=O)CCC(=Cc1c[nH]c2ncccc12)[N+](=O)[O-]. Reaction SMILES: [CH2:27]1[O:28][CH2:29][CH2:30][CH2:31]1.[CH3:13][C:14](=[O:15])[O-:16].[N+:17](=[O:18])([O-:19])[CH2:20][CH2:21][CH2:22][C:23](=[O:24])[O:25][CH3:26].[NH4+:12].[nH:1]1[cH:2][c:3]([CH:10]=[O:11])[c:4]2[c:5]1[n:6][cH:7][cH:8][cH:9]2>>[nH:1]1[cH:2][c:3]([CH:10]=[C:20]([N+:17](=[O:18])[O-:19])[CH2:21][CH2:22][C:23](=[O:24])[O:25][CH3:26])[c:4]2[c:5]1[n:6][cH:7][cH:8][cH:9]2. Starting materials: ClC1=CC=C(C=C1)C=1OC(=C(N1)C)CCl (2-(4-chlorophenyl)-4-methyl-5-chloromethyloxazole), OC(C(=O)OC)(CC)CC (methyl 2-hydroxy-2-ethylbutyrate), [H-].[Na+] (sodium hydride), [I-].[Na+] (sodium iodide), [OH-].[Na+] (sodium hydroxide). The solvent is O (water), O (water), C(C)O (ethanol), C(OC)COC (dimethoxyethane), C(OC)COC (dimethoxyethane), C(OC)COC (dimethoxyethane). Run at time 10 minute. The product is ClC1=CC=C(C=C1)C=1OC(=C(N1)C)COC(C(=O)O)(CC)CC (2-[[2-(4-chlorophenyl)-4-methyl-5-oxazolyl]methoxy]-2-ethylbutyric acid). Isolated yield 35.5%. Reaction SMILES: [OH:1][C:2]([CH2:9][CH3:10])([CH2:7][CH3:8])[C:3]([O:5]C)=[O:4].[H-].[Na+].[Cl:13][C:14]1[CH:19]=[CH:18][C:17]([C:20]2[O:21][C:22]([CH2:26]Cl)=[C:23]([CH3:25])[N:24]=2)=[CH:16][CH:15]=1.[I-].[Na+].[OH-].[Na+]>C(COC)OC.O.C(O)C>[Cl:13][C:14]1[CH:15]=[CH:16][C:17]([C:20]2[O:21][C:22]([CH2:26][O:1][C:2]([CH2:9][CH3:10])([CH2:7][CH3:8])[C:3]([OH:5])=[O:4])=[C:23]([CH3:25])[N:24]=2)=[CH:18][CH:19]=1 |f:1.2,4.5,6.7|. Procedure details: A solution of 0.8 g (5.5 mmol) of methyl 2-hydroxy-2-ethylbutyrate in 2 ml of dimethoxyethane was added over a period of about 10 minutes to a stirred suspension of 0.24 g (6 mmol) of a 60% sodium hydride dispersion in mineral oil in 4 ml of dry dimethoxyethane. The solution was stirred at room temperature for 10 minutes and then a solution of 1.21 g (5 mmol) of 2-(4-chlorophenyl)-4-methyl-5-chloromethyloxazole in 5 ml of dry dimethoxyethane was added. A small crystal of sodium iodide was added ... Reactants: ClC1=CC=C(C=C1)NC(=O)C1=CC=C(C=C1)C=1SC(=C(N1)C)C(=O)OCC (Ethyl 2-(4-(4-chlorophenylcarbamoyl)-phenyl)-4-methyl-5-thiazolecarboxylate), [H-].[Na+] (sodium hydride), CI (methyl iodide). The product is ClC1=CC=C(C=C1)N(C(=O)C1=CC=C(C=C1)C=1SC(=C(N1)C)C(=O)O)C (2-(4-(N-(4-chlorophenyl)-N-methylcarbamoyl)phenyl)-4-methyl-5-thiazolecarboxylic acid). Yield: 72.0%. RXN SMILES: [Cl:1][C:2]1[CH:7]=[CH:6][C:5]([NH:8][C:9]([C:11]2[CH:16]=[CH:15][C:14]([C:17]3[S:18][C:19]([C:23]([O:25]CC)=[O:24])=[C:20]([CH3:22])[N:21]=3)=[CH:13][CH:12]=2)=[O:10])=[CH:4][CH:3]=1.[H-].[Na+].[CH3:30]I>>[Cl:1][C:2]1[CH:3]=[CH:4][C:5]([N:8]([CH3:30])[C:9]([C:11]2[CH:12]=[CH:13][C:14]([C:17]3[S:18][C:19]([C:23]([OH:25])=[O:24])=[C:20]([CH3:22])[N:21]=3)=[CH:15][CH:16]=2)=[O:10])=[CH:6][CH:7]=1 |f:1.2|. Procedure details: 100 mg of Ethyl 2-(4-(4-chlorophenylcarbamoyl)-phenyl)-4-methyl-5-thiazolecarboxylate produced in Example 16 was methylated with sodium hydride and methyl iodide, and hydrolyzed by a conventional process to give 69 mg of 2-(4-(N-(4-chlorophenyl)-N-methylcarbamoyl)phenyl)-4-methyl-5-thiazolecarboxylic acid (yield: 72%).